From a dataset of the Open Reaction Database (ORD), a public repository of structured organic reaction records. describe an organic reaction: reactants, conditions, products, and yield Starting materials: CC(=O)OCCCNC(=O)C(Cc1ccccc1)N(C)C(=O)OC(C)(C)C, ClCCl, O=C(O)C(F)(F)F. Product: CNC(Cc1ccccc1)C(=O)NCCCOC(C)=O. Reaction SMILES: [C:1]([CH3:2])(=[O:3])[O:4][CH2:5][CH2:6][CH2:7][NH:8][C:9]([CH:10]([CH2:11][c:12]1[cH:13][cH:14][cH:15][cH:16][cH:17]1)[N:18]([CH3:19])[C:20]([O:21][C:22]([CH3:23])([CH3:24])[CH3:25])=[O:26])=[O:27].[Cl:35][CH2:36][Cl:37].[OH:28][C:29]([C:30]([F:31])([F:32])[F:33])=[O:34]>>[C:1]([CH3:2])(=[O:3])[O:4][CH2:5][CH2:6][CH2:7][NH:8][C:9]([CH:10]([CH2:11][c:12]1[cH:13][cH:14][cH:15][cH:16][cH:17]1)[NH:18][CH3:19])=[O:27]. Reactants: C(C)(C)O.CCOCC (isopropanol ether), [N+](=O)([O-])C=1C=C(C=O)C=CC1 (3-nitrobenzaldehyde), C(C)(=O)CC(C)=O (acetylacetone), C(C)OC(C=C(N)N1CCCC1)=O (3-pyrrolidino-3-aminoacrylic acid ethyl ester). Solvent: C(C)O (ethanol). Product: C(C)OC(=O)C1=C(N=C(C(C1C1=CC(=CC=C1)[N+](=O)[O-])C(C)=O)C)N1CCCC1 (2-pyrrolidino-6-methyl-4-(3-nitrophenyl)-5-acetyl-4,5-dihydropyridine-3-carboxylic acid ethyl ester). The yield is 44.0%. Reaction SMILES: [N+:1]([C:4]1[CH:5]=[C:6]([CH:9]=[CH:10][CH:11]=1)[CH:7]=O)([O-:3])=[O:2].[C:12]([CH2:15][C:16](=[O:18])[CH3:17])(=O)[CH3:13].[CH2:19]([O:21][C:22](=[O:31])[CH:23]=[C:24]([N:26]1[CH2:30][CH2:29][CH2:28][CH2:27]1)[NH2:25])[CH3:20].C(O)(C)C.CCOCC>C(O)C>[CH2:19]([O:21][C:22]([C:23]1[CH:7]([C:6]2[CH:9]=[CH:10][CH:11]=[C:4]([N+:1]([O-:3])=[O:2])[CH:5]=2)[CH:15]([C:16](=[O:18])[CH3:17])[C:12]([CH3:13])=[N:25][C:24]=1[N:26]1[CH2:30][CH2:29][CH2:28][CH2:27]1)=[O:31])[CH3:20] |f:3.4|. Procedure details: Heating a solution of 7.6 g of 3-nitrobenzaldehyde, 5.0 g of acetylacetone and 9.2 g of 3-pyrrolidino-3-aminoacrylic acid ethyl ester in 50 ml of ethanol for 2 hours yields 2-pyrrolidino-6-methyl-4-(3-nitrophenyl)-5-acetyl-4,5-dihydropyridine-3-carboxylic acid ethyl ester of melting point 130°C (isopropanol/ether). Yield: 44% of theory.